From a dataset of the Open Reaction Database (ORD), a public repository of structured organic reaction records. describe an organic reaction: reactants, conditions, products, and yield Reactants: C(C)OC(C(C)SC1=CN=C(S1)NC(=O)N([C@@H]1CC[C@H](CC1)C)C1CCC1)=O ({2-[3-Cyclobutyl-3-(trans-4-methyl-cyclohexyl)-ureido]-thiazol-5-ylsulfanyl}-propionic acid ethyl ester), C1(CCC1)N[C@@H]1CC[C@H](CC1)C (cyclobutyl-(trans-4-methyl-cyclohexyl)-amine), NC1=CN=CS1.C(C)OC(C(C)S)=O (5-aminothiazole 2-mercaptopropionic acid ethyl ester). The product is C1(CCC1)N(C(NC=1SC(=CN1)SCCC(=O)O)=O)[C@@H]1CC[C@H](CC1)C (3-{2-[3-Cyclobutyl-3-(trans-4-methyl-cyclohexyl)-ureido]-thiazol-5-ylsulfanyl}-propionic acid). RXN SMILES: C(OC(=O)[CH:5]([S:7][C:8]1[S:12][C:11]([NH:13][C:14]([N:16]([CH:24]2[CH2:27][CH2:26][CH2:25]2)[C@H:17]2[CH2:22][CH2:21][C@H:20]([CH3:23])[CH2:19][CH2:18]2)=[O:15])=[N:10][CH:9]=1)[CH3:6])C.C1(N[C@H]2CC[C@H](C)CC2)CCC1.NC1SC=NC=1.C([O:49][C:50](=[O:54])C(S)C)C>>[CH:24]1([N:16]([C@H:17]2[CH2:22][CH2:21][C@H:20]([CH3:23])[CH2:19][CH2:18]2)[C:14](=[O:15])[NH:13][C:11]2[S:12][C:8]([S:7][CH2:5][CH2:6][C:50]([OH:54])=[O:49])=[CH:9][N:10]=2)[CH2:27][CH2:26][CH2:25]1 |f:2.3|. Procedure details: {2-[3-Cyclobutyl-3-(trans-4-methyl-cyclohexyl)-ureido]-thiazol-5-ylsulfanyl}-propionic acid ethyl ester prepared as described in general procedure (A) using cyclobutyl-(trans-4-methyl-cyclohexyl)-amine and 5-aminothiazole-2-mercaptopropionic acid ethyl ester. Hydrolysis using general procedure (F) gave the title compound.